From a dataset of the Open Reaction Database (ORD), a public repository of structured organic reaction records. describe an organic reaction: reactants, conditions, products, and yield Reactants: C1=CC=CC=C1 (Benzene), ClC=1C=C(C=C(C1)Cl)SC1=C(N=C(N1C)CO)C(C)C (5-(3,5-dichlorophenylthio)-4-isopropyl-1-methyl-2-hydroxymethyl-1H-imidazole), COC1=CCCCC1 (1-methoxycyclohexene), [NH+]1=CC=CC=C1.C1(=CC=C(C=C1)S(=O)(=O)O)C (p-toluenesulfonic acid pyridinium). Run in C1(=CC=CC=C1)C (toluene). Reaction conditions: time 20 hour. Product: C1(=CCCCC1)OCC=1N(C(=C(N1)C(C)C)SC1=CC(=CC(=C1)Cl)Cl)C (2-(Cyclohexen-1-yloxy)methyl-5-(3,5-dichlorophenylthio)-4-isopropyl- 1-methyl-1H-imidazole). Yield: 29.7%. RXN SMILES: [Cl:1][C:2]1[CH:3]=[C:4]([S:9][C:10]2[N:14]([CH3:15])[C:13]([CH2:16][OH:17])=[N:12][C:11]=2[CH:18]([CH3:20])[CH3:19])[CH:5]=[C:6]([Cl:8])[CH:7]=1.CO[C:23]1[CH2:28][CH2:27][CH2:26][CH2:25][CH:24]=1.[NH+]1C=CC=CC=1.C1(C)C=CC(S(O)(=O)=O)=CC=1.C1C=CC=CC=1>C1(C)C=CC=CC=1>[C:23]1([O:17][CH2:16][C:13]2[N:14]([CH3:15])[C:10]([S:9][C:4]3[CH:3]=[C:2]([Cl:1])[CH:7]=[C:6]([Cl:8])[CH:5]=3)=[C:11]([CH:18]([CH3:20])[CH3:19])[N:12]=2)[CH2:28][CH2:27][CH2:26][CH2:25][CH:24]=1 |f:2.3|. Procedure: The compound 14 (166 mg, 0.5 mmol), 1-methoxycyclohexene (280 mg, 2.50 mmol) and p-toluenesulfonic acid pyridinium (132 mg, 0.505 mmol) was dissolved in toluene (4 mL). The reaction mixture was stirred at room temperature for 20 hours. Benzene (60 mL) was added thereto, the reaction mixture was heated under reflux over 45 minutes and concentrated to a small amount. A drop of triethylamine was added to the reaction mixture, and the mixture was filtered to remove the insoluble matter. The filtrate... Reactants: CC(C)(C)OC(=O)N1CCC(=O)CC1, CC(C)(C)OC(=O)COc1ccc(N)cc1. Product: CC(C)(C)OC(=O)COc1ccc(NC2CCN(C(=O)OC(C)(C)C)CC2)cc1. Reaction SMILES: [C:17](=[O:18])([O:19][C:20]([CH3:21])([CH3:22])[CH3:23])[N:24]1[CH2:25][CH2:26][C:27](=[O:30])[CH2:28][CH2:29]1.[C:1]([CH3:2])([CH3:3])([CH3:4])[O:5][C:6]([CH2:7][O:8][c:9]1[cH:10][cH:11][c:12]([NH2:15])[cH:13][cH:14]1)=[O:16]>>[C:1]([CH3:2])([CH3:3])([CH3:4])[O:5][C:6]([CH2:7][O:8][c:9]1[cH:10][cH:11][c:12]([NH:15][CH:27]2[CH2:26][CH2:25][N:24]([C:17](=[O:18])[O:19][C:20]([CH3:21])([CH3:22])[CH3:23])[CH2:29][CH2:28]2)[cH:13][cH:14]1)=[O:16]. The reactants are C(C)(=O)OC (methyl acetate), [C]=O (carbon monoxide), [H][H] (hydrogen). The product is C(C)(=O)OC(C)OC(C)=O (ethylidene diacetate). Reaction SMILES: [C:1]([O:4][CH3:5])(=[O:3])[CH3:2].[C]=O.[H][H]>>[C:1]([O:4][CH:5]([O:4][C:1](=[O:3])[CH3:2])[CH3:5])(=[O:3])[CH3:2] |^3:5|. Procedure: There are few literature or patent references regarding methods for producing ethylidene diacetate. Several of these references disclose methods wherein methyl acetate, carbon monoxide and hydrogen are reacted in tile presence of a homogeneous catalyst to produce ethylidene diacetate. While these methods which employ a homogeneous catalyst produce good selectivity and yield, all suffer from several significant disadvantages, including difficulties associated with separating and purifying the rea... Reactants: [Al] (aluminum), ON=C(C(=O)OCC)C#N (ethyl 2-hydroxyimino-2-cyanoacetate). Reagents/catalysts: [Hg](Cl)Cl (mercury(II) chloride). Run in O (water), C(C)OCC (diethyl ether), O (water). Reaction conditions: time 5 minute. Product: NC(C(=O)OCC)C#N (Ethyl 2-amino-2-cyanoacetate). Isolated yield 74.7%. As a reaction SMILES: [Al].O[N:3]=[C:4]([C:10]#[N:11])[C:5]([O:7][CH2:8][CH3:9])=[O:6]>O.C(OCC)C.[Hg](Cl)Cl>[NH2:3][CH:4]([C:10]#[N:11])[C:5]([O:7][CH2:8][CH3:9])=[O:6]. Procedure details: To aluminum foil (25 g) was added a solution of mercury(II) chloride (10 g, 0.37 mol) in water (1 L). The mixture was swirled for 5 min, and then the turbid solution was decanted off. The resulting aluminum amalgam was washed successively with water, methanol and diethyl ether. To amalgam suspended in diethyl ether (500 mL) at 0° C., was added a solution of ethyl 2-hydroxyimino-2-cyanoacetate (100 g, 0.70 mol) in diethyl ether (300 mL), followed by water (50 mnL), maintaining a gentle reflux. Af... Starting materials: C1=CC(=CC=C1C#N)N (P-Aminobenzonitrile), S(=O)(=O)(Cl)Cl (sulphuryl chloride), C(Cl)(Cl)Cl (chloroform), [OH-].[Na+] (sodium hydroxide). Yields the product ClC=1C=C(C#N)C=C(C1N)Cl (3,5-dichloro-4-aminobenzonitrile). RXN SMILES: [CH:1]1[C:6]([C:7]#[N:8])=[CH:5]C=[C:3]([NH2:9])[CH:2]=1.S(Cl)([Cl:13])(=O)=O.[OH-].[Na+].[CH:17]([Cl:20])(Cl)Cl>>[Cl:13][C:2]1[CH:1]=[C:6]([CH:5]=[C:17]([Cl:20])[C:3]=1[NH2:9])[C:7]#[N:8] |f:2.3|. Procedure details: P-Aminobenzonitrile (11.8 g) (ex Aldrich) in dry chloroform (250 ml) under nitrogen was treated with sulphuryl chloride (4.05 g) (ex BDH) maintaining reaction temperature below 35°. After 2 hours at reflux the mixture was poured onto ice and made alkaline with 2M sodium hydroxide solution. Work up in the usual manner gave 3,5-dichloro-4-aminobenzonitrile (18.2 g) NMR 1H 7.35(2H,s), 4.70(2H,bs).